Dataset: the Open Reaction Database (ORD), a public repository of structured organic reaction records. Task: describe an organic reaction: reactants, conditions, products, and yield The reactants are COc1nccc2cc(-c3ccccc3)[nH]c(=O)c12, CC#N, O=P(Cl)(Cl)Cl. Product: COc1nccc2cc(-c3ccccc3)nc(Cl)c12. RXN SMILES: [CH3:1][O:2][c:3]1[n:4][cH:5][cH:6][c:7]2[cH:8][c:9](-[c:14]3[cH:15][cH:16][cH:17][cH:18][cH:19]3)[nH:10][c:11](=[O:13])[c:12]12.[CH3:25][C:26]#[N:27].[P:20]([Cl:21])([Cl:22])([Cl:23])=[O:24]>>[CH3:1][O:2][c:3]1[n:4][cH:5][cH:6][c:7]2[cH:8][c:9](-[c:14]3[cH:15][cH:16][cH:17][cH:18][cH:19]3)[n:10][c:11]([Cl:22])[c:12]12. The solvent is CO (MeOH), CCOC(=O)C (EtOAc). Reaction SMILES: [O:1]1[CH2:6][CH2:5][CH2:4][CH2:3][CH:2]1[N:7]1[C:15]2[C:10](=[CH:11][C:12]([C:16]3[CH:21]=[CH:20][CH:19]=[CH:18][C:17]=3[C:22]#[C:23][Si](C)(C)C)=[CH:13][CH:14]=2)[C:9]([C:28]2[N:33]=[C:32]([O:34][C@H:35]3[CH2:42][N:41]([C:43]([O:45][C:46]([CH3:49])([CH3:48])[CH3:47])=[O:44])[CH2:40][CH2:39][C:36]43[CH2:38][CH2:37]4)[CH:31]=[N:30][CH:29]=2)=[N:8]1.C(=O)([O-])[O-].[K+].[K+]>CO.CCOC(C)=O>[C:22]([C:17]1[CH:18]=[CH:19][CH:20]=[CH:21][C:16]=1[C:12]1[CH:11]=[C:10]2[C:15](=[CH:14][CH:13]=1)[N:7]([CH:2]1[CH2:3][CH2:4][CH2:5][CH2:6][O:1]1)[N:8]=[C:9]2[C:28]1[N:33]=[C:32]([O:34][C@H:35]2[CH2:42][N:41]([C:43]([O:45][C:46]([CH3:49])([CH3:48])[CH3:47])=[O:44])[CH2:40][CH2:39][C:36]32[CH2:38][CH2:37]3)[CH:31]=[N:30][CH:29]=1)#[CH:23] |f:1.2.3|. Reactants: O1C(CCCC1)N1N=C(C2=CC(=CC=C12)C1=C(C=CC=C1)C#C[Si](C)(C)C)C1=CN=CC(=N1)O[C@@H]1C2(CC2)CCN(C1)C(=O)OC(C)(C)C ((4R)-tert-butyl 4-(6-(1-(tetrahydro-2H-pyran-2-yl)-5-(2-((trimethylsilyl)ethynyl)phenyl)-1H-indazol-3-yl)pyrazin-2-yloxy)-6-azaspiro[2.5]octane-6-carboxylate), C([O-])([O-])=O.[K+].[K+] (potassium carbonate). Yield: 81.5%. Reaction conditions: time 2 hour. Product: C(#C)C1=C(C=CC=C1)C=1C=C2C(=NN(C2=CC1)C1OCCCC1)C1=CN=CC(=N1)O[C@@H]1C2(CC2)CCN(C1)C(=O)OC(C)(C)C ((4R)-tert-butyl 4-(6-(5-(2-ethynylphenyl)-1-(tetrahydro-2H-pyran-2-yl)-1H-indazol-3-yl)pyrazin-2-yloxy)-6-azaspiro[2.5]octane-6-carboxylate). Procedure: A mixture of (4R)-tert-butyl 4-(6-(1-(tetrahydro-2H-pyran-2-yl)-5-(2-((trimethylsilyl)ethynyl)phenyl)-1H-indazol-3-yl)pyrazin-2-yloxy)-6-azaspiro[2.5]octane-6-carboxylate (110 mg, 0.162 mmol) and potassium carbonate (112 mg, 0.811 mmol) in MeOH (1623 μL) was stirred at RT for 2 h. The mixture was diluted with EtOAc (150 ml), added to a separatory funnel, and washed with water (2×100 ml) before the organic layer was separated, dried over Na2SO4, and concentrated to give (4R)-tert-butyl 4-(6-(5-(2...